describe an organic reaction: reactants, conditions, products, and yield From a dataset of the Open Reaction Database (ORD), a public repository of structured organic reaction records. Reactants: CC(C)CCCNC(=O)c1ccc(Cl)nn1, O=C(c1ccccc1C(F)(F)F)N1CCNCC1. The product is CC(C)CCCNC(=O)c1ccc(N2CCN(C(=O)c3ccccc3C(F)(F)F)CC2)nn1. RXN SMILES: [CH3:1][CH:2]([CH2:3][CH2:4][CH2:5][NH:6][C:7](=[O:8])[c:9]1[n:10][n:11][c:12]([Cl:15])[cH:13][cH:14]1)[CH3:16].[N:17]1([C:23](=[O:24])[c:25]2[c:26]([C:31]([F:32])([F:33])[F:34])[cH:27][cH:28][cH:29][cH:30]2)[CH2:18][CH2:19][NH:20][CH2:21][CH2:22]1>>[CH3:1][CH:2]([CH2:3][CH2:4][CH2:5][NH:6][C:7](=[O:8])[c:9]1[n:10][n:11][c:12]([N:20]2[CH2:19][CH2:18][N:17]([C:23](=[O:24])[c:25]3[c:26]([C:31]([F:32])([F:33])[F:34])[cH:27][cH:28][cH:29][cH:30]3)[CH2:22][CH2:21]2)[cH:13][cH:14]1)[CH3:16].